Dataset: the Open Reaction Database (ORD), a public repository of structured organic reaction records. Task: describe an organic reaction: reactants, conditions, products, and yield Reactants: ClCCl, O=S(=O)(O)Cl, Cc1ccc(F)c(O)c1. The product is Cc1cc(O)c(F)cc1S(=O)(=O)Cl. Reaction SMILES: [Cl:15][CH2:16][Cl:17].[Cl:1][S:2](=[O:3])(=[O:4])[OH:5].[F:6][c:7]1[c:8]([OH:14])[cH:9][c:10]([CH3:13])[cH:11][cH:12]1>>[Cl:1][S:2](=[O:3])(=[O:5])[c:11]1[c:10]([CH3:13])[cH:9][c:8]([OH:14])[c:7]([F:6])[cH:12]1.